This data is from the Open Reaction Database (ORD), a public repository of structured organic reaction records. The task is: describe an organic reaction: reactants, conditions, products, and yield Starting materials: ClCC(CC(=O)OCC)=O (ethyl 4-chloroacetoacetate), N1=CC=CC=C1 (pyridine). The product is [Cl-].C(CC(=O)C)(=O)[O-].C(C)C1=NC=C[CH2+]=C1.C(C)C1=NC=C[CH2+]=C1 (ethyl 4-pyridiniumacetoacetate chloride). Isolated yield 70.0%. RXN SMILES: [Cl:1][CH2:2][C:3](=[O:10])[CH2:4][C:5]([O:7]CC)=[O:6].[N:11]1[CH:16]=[CH:15][CH:14]=[CH:13][CH:12]=1>>[Cl-:1].[C:5]([O-:7])(=[O:6])[CH2:4][C:3]([CH3:2])=[O:10].[CH2:2]([C:12]1[CH:13]=[CH2+:14][CH:15]=[CH:16][N:11]=1)[CH3:3].[CH2:2]([C:12]1[CH:13]=[CH2+:14][CH:15]=[CH:16][N:11]=1)[CH3:3] |f:2.3.4.5|. Reported procedure: The title compound was prepared as described in Example 1 from pyridine and ethyl 4-chloroacetoacetate in a yield of 70%. Starting materials: CSC1=CC=C(C=C1)C1=COC2=C1C=C(C=C2)C(=O)NN (3-[4-(methylthio)phenyl]-1-benzofuran-5-carbohydrazide), CN=C=S (methyl isothiocyanate). The solvent is C(C)O (ethanol). Product: CNC(=S)NNC(=O)C=1C=CC2=C(C(=CO2)C2=CC=C(C=C2)SC)C1 (N-methyl-2-[[3-[4-(methylthio)phenyl]-1-benzofuran-5-yl]carbonyl]hydrazinecarbothioamide). Yield: 93.7%. RXN SMILES: [CH3:1][S:2][C:3]1[CH:8]=[CH:7][C:6]([C:9]2[C:13]3[CH:14]=[C:15]([C:18]([NH:20][NH2:21])=[O:19])[CH:16]=[CH:17][C:12]=3[O:11][CH:10]=2)=[CH:5][CH:4]=1.[CH3:22][N:23]=[C:24]=[S:25]>C(O)C>[CH3:22][NH:23][C:24]([NH:21][NH:20][C:18]([C:15]1[CH:16]=[CH:17][C:12]2[O:11][CH:10]=[C:9]([C:6]3[CH:5]=[CH:4][C:3]([S:2][CH3:1])=[CH:8][CH:7]=3)[C:13]=2[CH:14]=1)=[O:19])=[S:25]. Procedure: A mixture of 3-[4-(methylthio)phenyl]-1-benzofuran-5-carbohydrazide (0.60 g, 2.01 mmol), methyl isothiocyanate (97%, 0.21 g, 2.82 mmol) and ethanol (15 mL) was tightly sealed in a vial, and the microwave was irradiated at 100° C. for 30 min. After cooling, the precipitate was collected by filtration, and washed with ethanol to give the title compound (0.70 g, yield 94%) as colorless crystals. The reactants are aqueous solution, [OH-].[Na+] (sodium hydroxide), CC(C)O (2-propanol), N1(CCC1)CCOC=1C=CC(=C(C(=O)NC2=C(C(=O)OC)C=CC(=C2)C2=CC=CC=C2)C1)O (methyl 2-(5-(2-(azetidin-1-yl)ethoxy)-2-hydroxybenzamido)-4-phenylbenzoate), Cl (hydrochloric acid). Solvent: O (water). Run at temperature 50 celsius, time 1 hour. The product is Cl.N1(CCC1)CCOC=1C=CC(=C(C(=O)NC2=C(C(=O)O)C=CC(=C2)C2=CC=CC=C2)C1)O (2-(5-(2-(azetidin-1-yl)ethoxy)-2-hydroxybenzamido)-4-phenylbenzoic acid hydrochloride). RXN SMILES: [OH-].[Na+].CC(O)C.[N:7]1([CH2:11][CH2:12][O:13][C:14]2[CH:15]=[CH:16][C:17]([OH:39])=[C:18]([CH:38]=2)[C:19]([NH:21][C:22]2[CH:31]=[C:30]([C:32]3[CH:37]=[CH:36][CH:35]=[CH:34][CH:33]=3)[CH:29]=[CH:28][C:23]=2[C:24]([O:26]C)=[O:25])=[O:20])[CH2:10][CH2:9][CH2:8]1.[ClH:40]>O>[ClH:40].[N:7]1([CH2:11][CH2:12][O:13][C:14]2[CH:15]=[CH:16][C:17]([OH:39])=[C:18]([CH:38]=2)[C:19]([NH:21][C:22]2[CH:31]=[C:30]([C:32]3[CH:37]=[CH:36][CH:35]=[CH:34][CH:33]=3)[CH:29]=[CH:28][C:23]=2[C:24]([OH:26])=[O:25])=[O:20])[CH2:10][CH2:9][CH2:8]1 |f:0.1,6.7|. Reported procedure: A 2.0 mol/L aqueous solution of sodium hydroxide (0.11 mL) was added to a 2-propanol (1.0 mL) suspension of the obtained methyl 2-(5-(2-(azetidin-1-yl)ethoxy)-2-hydroxybenzamido)-4-phenylbenzoate (0.032 g), followed by stirring at 50° C. for 1 hour. The reaction mixture was cooled to room temperature, and water was added thereto. After adjusting the pH to 6.0 with 1.0 mol/L hydrochloric acid, the solid substance was collected by filtration. Ethyl acetate (1.5 mL) and a 4.0 mol/L hydrogen chlorid... The reactants are C(C)(C)(C)C=1N=C(C2=C(N1)N(N=N2)CC2=C(C=CC=C2)Cl)N2CCOCC2 (5-tert-Butyl-3-(2-chloro-benzyl)-7-morpholin-4-yl-3H-[1,2,3]triazolo[4,5-d]pyrimidine), C(C)(C)(C)C=1N=C(C2=C(N1)N(N=N2)CC2=C(C=CC=C2)Cl)Cl (5-tert-butyl-7-chloro-3-(2-chlorobenzyl)-3H-[1,2,3]triazolo[4,5-d]pyrimidine), Cl.FC1(CNC1)F (3,3-difluoroazetidine hydrochloride). The product is C(C)(C)(C)C=1N=C(C2=C(N1)N(N=N2)CC2=C(C=CC=C2)Cl)N2CC(C2)(F)F (5-tert-Butyl-3-(2-chloro-benzyl)-7-(3,3-difluoro-azetidin-1-yl)-3H-[1,2,3]triazolo[4,5-d]pyrimidine), gum. The yield is 64.0%. RXN SMILES: C(C1N=C(N2CCOCC2)C2N=NN(CC3C=CC=CC=3Cl)C=2N=1)(C)(C)C.[C:28]([C:32]1[N:33]=[C:34](Cl)[C:35]2[N:40]=[N:39][N:38]([CH2:41][C:42]3[CH:47]=[CH:46][CH:45]=[CH:44][C:43]=3[Cl:48])[C:36]=2[N:37]=1)([CH3:31])([CH3:30])[CH3:29].Cl.[F:51][C:52]1([F:56])[CH2:55][NH:54][CH2:53]1>>[C:28]([C:32]1[N:33]=[C:34]([N:54]2[CH2:55][C:52]([F:56])([F:51])[CH2:53]2)[C:35]2[N:40]=[N:39][N:38]([CH2:41][C:42]3[CH:47]=[CH:46][CH:45]=[CH:44][C:43]=3[Cl:48])[C:36]=2[N:37]=1)([CH3:31])([CH3:30])[CH3:29] |f:2.3|. Reported procedure: In analogy to the procedure described for the synthesis of 5-tert-butyl-3-(2-chloro-benzyl)-7-morpholin-4-yl-3H-[1,2,3]triazolo[4,5-d]pyrimidine (example 1, step c), the title compound was prepared from 5-tert-butyl-7-chloro-3-(2-chlorobenzyl)-3H-[1,2,3]triazolo[4,5-d]pyrimidine and 3,3-difluoroazetidine hydrochloride and isolated as light-yellow gum (11.9 mg, 64%). MS (m/e): 393.4 (MH+).